Dataset: the Open Reaction Database (ORD), a public repository of structured organic reaction records. Task: describe an organic reaction: reactants, conditions, products, and yield The reactants are CC(C)N=C=NC(C)C (N,N-diisopropylcarbodiimide), CCC(CO)(CO)CO (hexaglycerol), ON1C(CCC1=O)=O (N-hydroxysuccinimide), C(CCCCCCC)(=O)O (Octanoic acid), N,N-dimethylaminopyridine, octanoic esters. Run in CS(=O)C (DMSO). Run at time 1 hour. Yields the product C(CCCCCCC)C(C(=O)O)CCCCCC.OCC(O)CO.OCC(O)CO.OCC(O)CO.OCC(O)CO.OCC(O)CO.OCC(O)CO (Hexaglycerol Octyloctanoate). Reaction SMILES: [CH3:1][CH2:2][C:3]([CH2:8][OH:9])([CH2:6][OH:7])CO.[C:10]([OH:19])(=[O:18])[CH2:11][CH2:12][CH2:13][CH2:14][CH2:15][CH2:16][CH3:17].[OH:20]N1C(=O)C[CH2:23][C:22]1=O.[CH3:28][CH:29](N=C=NC(C)C)C>CS(C)=O>[CH2:12]([CH:11]([CH2:28][CH2:29][CH2:8][CH2:3][CH2:2][CH3:1])[C:10]([OH:19])=[O:18])[CH2:13][CH2:14][CH2:15][CH2:16][CH2:17][CH2:22][CH3:23].[OH:9][CH2:8][CH:3]([CH2:6][OH:7])[OH:20].[OH:9][CH2:8][CH:3]([CH2:6][OH:7])[OH:18].[OH:9][CH2:8][CH:3]([CH2:6][OH:7])[OH:18].[OH:9][CH2:8][CH:3]([CH2:6][OH:7])[OH:18].[OH:9][CH2:8][CH:3]([CH2:6][OH:7])[OH:18].[OH:9][CH2:8][CH:3]([CH2:6][OH:7])[OH:18] |f:5.6.7.8.9.10.11|. Reported procedure: Into a 250 mL vessel, hexaglycerol (5.0 g, 10.81 mmol) was added and dissolved into anhydrous DMSO (50 mL). Octanoic acid (13.71 mL, 86.49 mmol) was also dissolved into the reaction mixture which was stirred magnetically at room temperature for one hour to fully dissolve the reagents. N,N-dimethylaminopyridine (0.132 g, 1.08 mmol) and N-hydroxysuccinimide (0.124 g, 1.08 mmol) were both dissolved in the solution. When the catalysts were fully dissolved, N,N-diisopropylcarbodiimide (13.54 mL, 87.5... Reactants: C(C)(C)(C)OC(=O)N1CCN(CC1)C1=C(C=C(C=C1)N1C[C@H](CCC1)OC)C1CCC(CC1)(CC)CC ((S)-4-[2-(4,4-Diethylcyclohexyl)-4-(3-methoxypiperidin-1-yl)phenyl]piperazine-1-carboxylic acid t-butyl ester), C([O-])([O-])=O.[K+].[K+] (potassium carbonate), FC(C(=O)O)(F)F (Trifluoroacetic acid). The reagents and catalysts are O (water). The solvent is ClCCl (dichloromethane). Run at time 20 minute. Product: crude product, C(C)C1(CCC(CC1)C1=C(C=CC(=C1)N1C[C@H](CCC1)OC)N1CCNCC1)CC ((S)-1-[2-(4,4-diethylcyclohexyl)-4-(3-methoxypiperidin-1-yl)phenyl]piperazine). RXN SMILES: C(OC([N:8]1[CH2:13][CH2:12][N:11]([C:14]2[CH:19]=[CH:18][C:17]([N:20]3[CH2:25][CH2:24][CH2:23][C@H:22]([O:26][CH3:27])[CH2:21]3)=[CH:16][C:15]=2[CH:28]2[CH2:33][CH2:32][C:31]([CH2:36][CH3:37])([CH2:34][CH3:35])[CH2:30][CH2:29]2)[CH2:10][CH2:9]1)=O)(C)(C)C.FC(F)(F)C(O)=O.C(=O)([O-])[O-].[K+].[K+]>ClCCl.O>[CH2:36]([C:31]1([CH2:34][CH3:35])[CH2:30][CH2:29][CH:28]([C:15]2[CH:16]=[C:17]([N:20]3[CH2:25][CH2:24][CH2:23][C@H:22]([O:26][CH3:27])[CH2:21]3)[CH:18]=[CH:19][C:14]=2[N:11]2[CH2:10][CH2:9][NH:8][CH2:13][CH2:12]2)[CH2:33][CH2:32]1)[CH3:37] |f:2.3.4|. Reported procedure: (S)-4-[2-(4,4-Diethylcyclohexyl)-4-(3-methoxypiperidin-1-yl)phenyl]piperazine-1-carboxylic acid t-butyl ester (59 mg, 0.1148 mmol) produced in Example (50b) was dissolved in a mixed solvent of dichloromethane (0.7 mL)-water (1 drop). Trifluoroacetic acid (0.177 mL, 2.296 mmol) was added thereto followed by stirring for 15 hours and 20 minutes under the same conditions. Aqueous solution of potassium carbonate was added to the reaction mixture to make the mixture basic. The mixture was then extrac... Yields the product ICC1S[C@H]2N(C1)C(C2)=O (2-iodomethylpenam). Reported procedure: A mixture of benzhydryl 3-phenoxymethyl-4-thia-2,6-diazabicyclo[3.2.0]hept-2-ene-7-one-6-isopropenyl acetate, 2, (150 mg., 0.3 mmole) and iodine (127 mg., 0.5 mmols) in methylene chloride (9 ml) was stirred at ambient temperature for 15 mins. Water (9 ml) was then added to the stirred solution and air bubbled through the solution. After a reaction time of 45 mins the reaction mixture was washed with aqueous sodium thiosulfate, then water, and the organic layer dried over magnesium sulfate. Filtr... Reaction SMILES: CC1CN2C(=O)C[C@H]2S1.[I:10][CH:11]1[CH2:16][N:15]2[C:17](=[O:19])[CH2:18][C@H:14]2[S:13][CH2:12]1>>[I:10][CH2:11][CH:12]1[CH2:16][N:15]2[C:17](=[O:19])[CH2:18][C@H:14]2[S:13]1. Starting materials: CC1S[C@H]2N(C1)C(C2)=O (2-methylpenam), 6, material 2, IC1CS[C@H]2N(C1)C(C2)=O (3-iodocepham). The reactants are O=C([O-])[O-], CC(C)(C)OC(=O)c1ccc(-c2ccccc2)cc1NC(=O)c1cc(OCCBr)ccc1OCc1ccccc1, CC(C)=O, CN1CCNCC1, [K+], [K+]. The product is CN1CCN(CCOc2ccc(OCc3ccccc3)c(C(=O)Nc3cc(-c4ccccc4)ccc3C(=O)OC(C)(C)C)c2)CC1. Reaction SMILES: [C:1](=[O:2])([O-:3])[O-:4].[CH2:14]([c:15]1[cH:16][cH:17][cH:18][cH:19][cH:20]1)[O:21][c:22]1[c:23]([C:24](=[O:25])[NH:26][c:27]2[c:28]([C:29](=[O:30])[O:31][C:32]([CH3:33])([CH3:34])[CH3:35])[cH:36][cH:37][c:38](-[c:40]3[cH:41][cH:42][cH:43][cH:44][cH:45]3)[cH:39]2)[cH:46][c:47]([O:50][CH2:51][CH2:52][Br:53])[cH:48][cH:49]1.[CH3:54][C:55](=[O:56])[CH3:57].[CH3:7][N:8]1[CH2:9][CH2:10][NH:11][CH2:12][CH2:13]1.[K+:5].[K+:6]>>[CH3:7][N:8]1[CH2:9][CH2:10][N:11]([CH2:52][CH2:51][O:50][c:47]2[cH:46][c:23]([C:24](=[O:25])[NH:26][c:27]3[c:28]([C:29](=[O:30])[O:31][C:32]([CH3:33])([CH3:34])[CH3:35])[cH:36][cH:37][c:38](-[c:40]4[cH:41][cH:42][cH:43][cH:44][cH:45]4)[cH:39]3)[c:22]([O:21][CH2:14][c:15]3[cH:16][cH:17][cH:18][cH:19][cH:20]3)[cH:49][cH:48]2)[CH2:12][CH2:13]1. Reactants: ClC1=CC=C2C(CCN(C2=C1)C(=O)C1=C(SC=C1)C)=O (7-chloro-2,3-dihydro-l-(2-methyl-3-thienylcarbonyl)-4(lH)-quinolinone), C(C)O (ethanol), Cl.ON (hydroxyl amine hydrochloride), N1=CC=CC=C1 (pyridine). The solvent is O (water). The product is ClC1=CC=C2C(CCN(C2=C1)C(=O)C1=C(SC=C1)C)=NO (7-chloro-2,3-dihydro-1-(2-methyl-3-thienylcarbonyl)-4(lH)-quinolinone-4-oxime). Yield: 87.1%. RXN SMILES: [Cl:1][C:2]1[CH:11]=[C:10]2[C:5]([C:6](=O)[CH2:7][CH2:8][N:9]2[C:12]([C:14]2[CH:18]=[CH:17][S:16][C:15]=2[CH3:19])=[O:13])=[CH:4][CH:3]=1.C(O)C.Cl.[OH:25][NH2:26].N1C=CC=CC=1>O>[Cl:1][C:2]1[CH:11]=[C:10]2[C:5]([C:6](=[N:26][OH:25])[CH2:7][CH2:8][N:9]2[C:12]([C:14]2[CH:18]=[CH:17][S:16][C:15]=2[CH3:19])=[O:13])=[CH:4][CH:3]=1 |f:2.3|. Procedure details: To a mixture of 7-chloro-2,3-dihydro-l-(2-methyl-3-thienylcarbonyl)-4(lH)-quinolinone (17.5 g), obtained in example 5, and ethanol (250 ml) were added hydroxyl amine hydrochloride (8 g) and pyridine (8.8 g), and the mixture was heated under reflux for 1.5 hours. After cooling, the reaction mixture was poured into 1000 ml of water, and precipitated crystals were separated by filtration, washed, dried and recrystallized with ethanol to obtain 7-chloro-2,3-dihydro-1-(2-methyl-3-thienylcarbonyl)-4(l... Run at time 16 hour. The reagents and catalysts are [Pd] (Pd/C). Reaction SMILES: COC([CH:5]1[CH2:10][CH2:9][C:8]([C:24]2[CH:29]=[CH:28][CH:27]=[CH:26][CH:25]=2)([CH2:11][NH:12][C:13]([C:15]2[CH:20]=[CH:19][CH:18]=[CH:17][C:16]=2[O:21][C:22]#C)=[O:14])[CH2:7][CH2:6]1)=O.C[CH2:31][O:32][C:33]([CH3:35])=[O:34].CO>[Pd]>[CH3:31][O:32][C:33]([CH2:35][CH:5]1[CH2:10][CH2:9][C:8]([C:24]2[CH:29]=[CH:28][CH:27]=[CH:26][CH:25]=2)([CH2:11][NH:12][C:13]([C:15]2[CH:20]=[CH:19][CH:18]=[CH:17][C:16]=2[O:21][CH3:22])=[O:14])[CH2:7][CH2:6]1)=[O:34] |f:1.2|. Yields the product COC(=O)CC1CCC(CC1)(CNC(=O)C1=C(C=CC=C1)OC)C1=CC=CC=C1 (1-Methoxycarbonylmethyl-4-phenyl-4-(3-(2-methoxyphenyl)-3-oxo-2-azaprop-1-yl)-cyclohexane). Reported procedure: To a solution of 1-methoxycarbonylmethylidenyl-4-phenyl-4-(3-(2-methoxyphenyl)-3-oxo-2-azaprop-1-yl)-cyclohexane (29.2 mg, 0.074 mmol) in a mixture of EtOAc/methanol (5 mL/5 mL) was added Pd/C (10%) (32 mg) and the reaction mixture was shaken under 50 psi of H2 for 16 h. The mixture was filtered through a plug of celite, concentrated and the residue was purified by HPLC (Waters RCM, μ Porosil, 25 mm×10 cm) using a mixture of (5:4:1 hexane-methyl tert-butyl ether-acetonitrile:hexane, 2.25/8.0 to ... Reactants: COC(=O)C1CCC(CC1)(CNC(=O)C1=C(C=CC=C1)OC#C)C1=CC=CC=C1 (1-methoxycarbonylmethylidenyl-4-phenyl-4-(3-(2-methoxyphenyl)-3-oxo-2-azaprop-1-yl)-cyclohexane), CCOC(=O)C.CO (EtOAc methanol). The reactants are CC(C)O, CNS(=O)(=O)c1ccccc1Nc1nc(Cl)ncc1Cl, ClCCl, Cl, CN1CCN(C)c2c(N)cccc2C1=O, C1COCCO1. The product is CNS(=O)(=O)c1ccccc1Nc1nc(Nc2cccc3c2N(C)CCN(C)C3=O)ncc1Cl. Reaction SMILES: [CH:37]([OH:38])([CH3:39])[CH3:40].[Cl:16][c:17]1[n:18][cH:19][c:20]([Cl:35])[c:21]([NH:23][c:24]2[c:25]([S:30](=[O:31])(=[O:32])[NH:33][CH3:34])[cH:26][cH:27][cH:28][cH:29]2)[n:22]1.[Cl:47][CH2:48][Cl:49].[ClH:36].[NH2:1][c:2]1[cH:3][cH:4][cH:5][c:6]2[c:7]1[N:8]([CH3:15])[CH2:9][CH2:10][N:11]([CH3:14])[C:12]2=[O:13].[O:41]1[CH2:42][CH2:43][O:44][CH2:45][CH2:46]1>>[NH:1]([c:2]1[cH:3][cH:4][cH:5][c:6]2[c:7]1[N:8]([CH3:15])[CH2:9][CH2:10][N:11]([CH3:14])[C:12]2=[O:13])[c:17]1[n:18][cH:19][c:20]([Cl:35])[c:21]([NH:23][c:24]2[c:25]([S:30](=[O:31])(=[O:32])[NH:33][CH3:34])[cH:26][cH:27][cH:28][cH:29]2)[n:22]1.